This data is from the Open Reaction Database (ORD), a public repository of structured organic reaction records. The task is: describe an organic reaction: reactants, conditions, products, and yield Solvent: CO (MeOH). Product: ClC1=CC=C2C=C(N=C(C2=C1)N[C@@H]1CN(CC1)C(=O)OC(C)(C)C)C(=N)NN ((S)-tert-butyl 3-((7-chloro-3-(hydrazinyl(imino)methyl)isoquinolin-1-yl)amino)pyrrolidine-1-carboxylate). Procedure: To a mixture of (S)-tert-butyl 3-((7-chloro-3-cyanoisoquinolin-1-yl)amino)pyrrolidine-1-carboxylate (660 mg, 1.77 mmol) in MeOH (5 mL) was added NH2NH2—H2O (5 mL) and the resulting mixture was heated to reflux for 2 hours. The solvent was subsequently removed to give the title compound as a yellow solid, which was used without further purification (710 mg). ESI-MS m/z [M+H]+ 405. The reactants are ClC1=CC=C2C=C(N=C(C2=C1)N[C@@H]1CN(CC1)C(=O)OC(C)(C)C)C#N ((S)-tert-butyl 3-((7-chloro-3-cyanoisoquinolin-1-yl)amino)pyrrolidine-1-carboxylate), NN.O (NH2NH2—H2O). As a reaction SMILES: [Cl:1][C:2]1[CH:11]=[C:10]2[C:5]([CH:6]=[C:7]([C:25]#[N:26])[N:8]=[C:9]2[NH:12][C@H:13]2[CH2:17][CH2:16][N:15]([C:18]([O:20][C:21]([CH3:24])([CH3:23])[CH3:22])=[O:19])[CH2:14]2)=[CH:4][CH:3]=1.[NH2:27][NH2:28].O>CO>[Cl:1][C:2]1[CH:11]=[C:10]2[C:5]([CH:6]=[C:7]([C:25]([NH:27][NH2:28])=[NH:26])[N:8]=[C:9]2[NH:12][C@H:13]2[CH2:17][CH2:16][N:15]([C:18]([O:20][C:21]([CH3:23])([CH3:22])[CH3:24])=[O:19])[CH2:14]2)=[CH:4][CH:3]=1 |f:1.2|. Reactants: CCOC(=O)CC1CCCc2ccccc21, O=C(O)CC1CCCc2ccccc21. Yields the product CCOC(=O)CC1=CCCc2ccccc21. RXN SMILES: [CH2:15]([CH3:16])[O:17][C:18](=[O:19])[CH2:20][CH:21]1[CH2:22][CH2:23][CH2:24][c:25]2[cH:26][cH:27][cH:28][cH:29][c:30]21.[CH:1]1([CH2:2][C:3]([OH:4])=[O:5])[c:6]2[c:7]([cH:8][cH:9][cH:10][cH:11]2)[CH2:12][CH2:13][CH2:14]1>>[CH2:15]([CH3:16])[O:17][C:18](=[O:19])[CH2:20][C:21]1=[CH:22][CH2:23][CH2:24][c:25]2[cH:26][cH:27][cH:28][cH:29][c:30]21. Reactants: Cl (hydrochloric acid), C(C1=CC=CC=C1)N1CCNCC1 (1-benzylpiperazine), ClC1=C(C=C(C=C1)[N+](=O)[O-])OC (4-chloro-3-methoxy-nitrobenzene), C(=O)([O-])[O-].[K+].[K+] (K2CO3). The solvent is CN(C)C=O (DMF), O (water). The product is C(C1=CC=CC=C1)N1CCN(CC1)C1=CC(=C(C=C1)[N+](=O)[O-])OC (1-Benzyl-4-(3-methoxy-4-nitrophenyl)piperazine). Yield: 40.3%. RXN SMILES: [CH2:1]([N:8]1[CH2:13][CH2:12][NH:11][CH2:10][CH2:9]1)[C:2]1[CH:7]=[CH:6][CH:5]=[CH:4][CH:3]=1.Cl[C:15]1[CH:20]=[CH:19][C:18]([N+:21]([O-:23])=[O:22])=[CH:17][C:16]=1OC.[C:26]([O-])([O-])=[O:27].[K+].[K+].Cl>CN(C=O)C.O>[CH2:1]([N:8]1[CH2:13][CH2:12][N:11]([C:15]2[CH:16]=[CH:17][C:18]([N+:21]([O-:23])=[O:22])=[C:19]([O:27][CH3:26])[CH:20]=2)[CH2:10][CH2:9]1)[C:2]1[CH:3]=[CH:4][CH:5]=[CH:6][CH:7]=1 |f:2.3.4|. Procedure: A stirred solution of 1-benzylpiperazine (3.53 g, 20.0 mmol), 4-chloro-3-methoxy-nitrobenzene (3.75 g, 20.0 mmol), and K2CO3 (2.76 g, 20.0 mmol) in DMF is heated at 85° to 100° C. under nitrogen for 23 h, cooled to room temperature, treated with 2M aqueous hydrochloric acid, diluted with water and extracted with ether. The combined extracts are washed with brine, dried over MgSO4 and concentrated in vacuo. The resultant residue is chromatographed (silica gel, 30:70 ethyl acetate:hexanes and 50:5... Reactants: S1C(=CC=C1)CC(=O)OCCl (chloromethyl thiolacetate), [Na].N1N=NC(=C1)S (1,2,3-triazol-4-thiol sodium salt), CN(C=O)C (dimethylformamide), C(C1=CC=CC=C1)(C1=CC=CC=C1)(C1=CC=CC=C1)Cl (trityl chloride), N1=CC=CC=C1 (pyridine). Solvent: ClCCl (dichloromethane). Reaction conditions: time 2 hour. Yields the product C(C)(=O)SCSC=1N=NN(C1)C(C1=CC=CC=C1)(C1=CC=CC=C1)C1=CC=CC=C1 (4-acetylthiomethylthio-1-trityl-1,2,3-triazole). Isolated yield 49.0%. As a reaction SMILES: [Na].[NH:2]1[CH:6]=[C:5]([SH:7])[N:4]=[N:3]1.[S:8]1[CH:12]=C[CH:10]=[C:9]1CC(OCCl)=O.[C:19](Cl)([C:32]1[CH:37]=[CH:36][CH:35]=[CH:34][CH:33]=1)([C:26]1[CH:31]=[CH:30][CH:29]=[CH:28][CH:27]=1)[C:20]1[CH:25]=[CH:24][CH:23]=[CH:22][CH:21]=1.N1C=CC=CC=1.CN(C)C=[O:48]>ClCCl>[C:9]([S:8][CH2:12][S:7][C:5]1[N:4]=[N:3][N:2]([C:19]([C:32]2[CH:37]=[CH:36][CH:35]=[CH:34][CH:33]=2)([C:26]2[CH:31]=[CH:30][CH:29]=[CH:28][CH:27]=2)[C:20]2[CH:25]=[CH:24][CH:23]=[CH:22][CH:21]=2)[CH:6]=1)(=[O:48])[CH3:10] |f:0.1,^1:0|. Procedure details: To a suspension of 1,2,3-triazol-4-thiol sodium salt (109 g : 870 mMol.) in dimethylformamide (300 ml) is added dropwise at -20° to -30° C. chloromethyl thiolacetate (109 g : 870 mMol.), and the mixture is stirred at room temperature for 2 hours. To the reaction mixture are added under ice cooling trityl chloride (292 g; 1.05 Mol.) and pyridine (84.6 ml : 1.05 Mol.), and the mixture is stirred at room temperature for 18 hours, diluted with dichloromethane, washed with brine, dried over sodium su...